From a dataset of the Open Reaction Database (ORD), a public repository of structured organic reaction records. describe an organic reaction: reactants, conditions, products, and yield Starting materials: C(#CC)[Mg]Br (1-propynylmagnesium bromide), OC1=CC=C(C=C2C(OC(OC2=O)(C)C)=O)C=C1 (5-(4-hydroxybenzylidene)-2,2-dimethyl-[1,3]dioxane-4,6-dion e), [Cl-].[NH4+] (ammonium chloride), CCCCCC (hexane). Run in O1CCCC1 (tetrahydrofuran), O1CCCC1 (tetrahydrofuran). Conditions: time 1 hour. The product is OC1=CC=C(C=C1)C(C#CC)C1C(OC(OC1=O)(C)C)=O (5-[1-(4-hydroxyphenyl)-but-2-ynyl]-2,2-dimethyl-[1,3]dioxan e-4,6-dione). RXN SMILES: [C:1]([Mg]Br)#[C:2][CH3:3].[OH:6][C:7]1[CH:23]=[CH:22][C:10]([CH:11]=[C:12]2[C:17](=[O:18])[O:16][C:15]([CH3:20])([CH3:19])[O:14][C:13]2=[O:21])=[CH:9][CH:8]=1.[Cl-].[NH4+].CCCCCC>O1CCCC1>[OH:6][C:7]1[CH:8]=[CH:9][C:10]([CH:11]([CH:12]2[C:13](=[O:21])[O:14][C:15]([CH3:20])([CH3:19])[O:16][C:17]2=[O:18])[C:1]#[C:2][CH3:3])=[CH:22][CH:23]=1 |f:2.3|. Reported procedure: To a 0.5M tetrahydrofuran solution of 1-propynylmagnesium bromide (800 mL) was added dropwise a solution of 5-(4-hydroxybenzylidene)-2,2-dimethyl-[1,3]dioxane-4,6-dion e (47.3 g) obtained in Substep 1 in tetrahydrofuran (650 mL) under argon atmosphere at 11° C. over 40 minutes, followed by stirring the reaction mixture at room temperature for 1 hour. Then, to the reaction mixture were added successively aqueous ammonium chloride solution (34 g/l L) and hexane (1 L), followed by removing the orga... Reactants: COC(C)(C)C, COc1ccncc1CN1CCC(NC(C)C)CC1, O=C(O)c1ccccc1. Yields the product COc1ccncc1CN1CCC(NC(C)C)CC1, O=C(O)c1ccccc1. RXN SMILES: [C:29]([O:30][CH3:31])([CH3:32])([CH3:33])[CH3:34].[CH:1]([CH3:2])([CH3:3])[NH:4][CH:5]1[CH2:6][CH2:7][N:8]([CH2:11][c:12]2[cH:13][n:14][cH:15][cH:16][c:17]2[O:18][CH3:19])[CH2:9][CH2:10]1.[OH:20][C:21](=[O:22])[c:23]1[cH:24][cH:25][cH:26][cH:27][cH:28]1>>[CH:1]([CH3:2])([CH3:3])[NH:4][CH:5]1[CH2:6][CH2:7][N:8]([CH2:11][c:12]2[cH:13][n:14][cH:15][cH:16][c:17]2[O:18][CH3:19])[CH2:9][CH2:10]1.[O:20]=[C:21]([OH:22])[c:23]1[cH:24][cH:25][cH:26][cH:27][cH:28]1. Reactants: CN1C(=NC2=C1C=CC(=C2)[C@@H]2C/C=C/CCC[C@@H]([C@@H]([C@H](C(C(CCC(O2)=O)(C)C)=O)C)O)C)C ((E)-(7R,8S,9S,16S)-16-(1,2-Dimethyl-1H-benzoimidazol-5-yl)-8-hydroxy-5,5,7,9-tetramethyl-oxacyclohexadec-13-ene-2,6-dione), buffer solution, Bu4N(HSO4), OCC(=O)[C@@H](O)[C@H](O)[C@H](O)CO (fructose), ketone, OOS(=O)[O-].[K+] (Oxone), C(=O)([O-])[O-].[K+].[K+] (K2CO3). The solvent is O (H2O), CC#N (CH3CN), C(CN(CC(=O)O)CC(=O)[O-])N(CC(=O)O)CC(=O)[O-].[Na+].[Na+] (Na2EDTA). Run at temperature 0 celsius, time 3 hour. The product is CN1C(=NC2=C1C=CC(=C2)[C@@H]2C[C@@H]1O[C@H]1CCC[C@@H]([C@@H]([C@H](C(C(CCC(O2)=O)(C)C)=O)C)O)C)C ((1S,3S,10R,11S,12S,16S)-3-(1,2-Dimethyl-1H-benzoimidazol-5-yl)-11-hydroxy-8,8,10,12-tetramethyl-4,17-dioxa-bicyclo[14.1.0]heptadecane-5,9-dione). Reaction SMILES: [CH3:1][N:2]1[C:6]2[CH:7]=[CH:8][C:9]([C@H:11]3[O:26][C:25](=[O:27])[CH2:24][CH2:23][C:22]([CH3:29])([CH3:28])[C:21](=[O:30])[C@H:20]([CH3:31])[C@@H:19]([OH:32])[C@@H:18]([CH3:33])[CH2:17][CH2:16][CH2:15][CH:14]=[CH:13][CH2:12]3)=[CH:10][C:5]=2[N:4]=[C:3]1[CH3:34].[OH:35]CC([C@H]([C@@H]([C@@H](CO)O)O)O)=O.OOS([O-])=O.[K+].C([O-])([O-])=O.[K+].[K+]>CC#N.C(N(CC([O-])=O)CC(O)=O)CN(CC([O-])=O)CC(O)=O.[Na+].[Na+].O>[CH3:1][N:2]1[C:6]2[CH:7]=[CH:8][C:9]([C@H:11]3[O:26][C:25](=[O:27])[CH2:24][CH2:23][C:22]([CH3:28])([CH3:29])[C:21](=[O:30])[C@H:20]([CH3:31])[C@@H:19]([OH:32])[C@@H:18]([CH3:33])[CH2:17][CH2:16][CH2:15][C@H:14]4[C@@H:13]([O:35]4)[CH2:12]3)=[CH:10][C:5]=2[N:4]=[C:3]1[CH3:34] |f:2.3,4.5.6,8.9.10|. Procedure: To a solution of 37 (30 mg, 0.064 mmol) in 1 mL CH3CN/DMM—1/1 at rt were added successively 0.6 mL of a buffer solution (Na2B4O7.10 H2O [0.05M] in Na2EDTA [4.10−4M]), Bu4N(HSO4) (0.9 mg, 0.0025 mmol) and fructose-derived ketone (13.2 mg, 0.051 mmol). The reaction mixture is cooled to 0° C. and were added separately, in a same time over 1 h30, Oxone® (55.1 mg, 0.089 mmol) in 0.8 mL Na2EDTA and K2CO3 (51.3 mg, 0.371 mmol) in 0.8 mL H2O. The solution is stirred at 0° C. for 3 h and then is quenched...